Dataset: the Open Reaction Database (ORD), a public repository of structured organic reaction records. Task: describe an organic reaction: reactants, conditions, products, and yield The reactants are Cc1cc(O)ccc1Br, O=C([O-])[O-], BrCc1ccccc1, CN(C)C=O, [K+], [K+], O. Product: Cc1cc(OCc2ccccc2)ccc1Br. As a reaction SMILES: [Br:1][c:2]1[c:3]([CH3:9])[cH:4][c:5]([OH:8])[cH:6][cH:7]1.[C:10](=[O:11])([O-:12])[O-:13].[CH2:16]([c:17]1[cH:18][cH:19][cH:20][cH:21][cH:22]1)[Br:23].[CH3:25][N:26]([CH3:27])[CH:28]=[O:29].[K+:14].[K+:15].[OH2:24]>>[Br:1][c:2]1[c:3]([CH3:9])[cH:4][c:5]([O:8][CH2:16][c:17]2[cH:18][cH:19][cH:20][cH:21][cH:22]2)[cH:6][cH:7]1. Starting materials: CC(C)(C)C=1C=C(C=C(C1O)C(C)(C)C)C=C1C(N=C(N1C)SC)=O (5-[[3,5-bis(1,1-dimethylethyl)-4-hydroxyphenyl]methylene]-1,5-dihydro-1-methyl-2-(methylthio)-4H-imidazol-4-one), Cl.NC(=N)N (guanidine hydrochloride), C(C)O (ethanol), CC(C)([O-])C.[K+] (potassium t-butoxide). Run in O (water). The product is CC(C)(C)C=1C=C(C=C(C1O)C(C)(C)C)C=C1C(N=C(N1C)NC(=N)N)=O (N-[5-[[3,5-Bis(1,1-dimethylethyl)-4-hydroxyphenyl]methylene]-4,5-dihydro-1-methyl-4-oxo-1H-imidazol-2-yl]guanidine). Yield: 47.1%. Reaction SMILES: [CH3:1][C:2]([C:5]1[CH:6]=[C:7]([CH:16]=[C:17]2[N:21]([CH3:22])[C:20](SC)=[N:19][C:18]2=[O:25])[CH:8]=[C:9]([C:12]([CH3:15])([CH3:14])[CH3:13])[C:10]=1[OH:11])([CH3:4])[CH3:3].Cl.[NH2:27][C:28]([NH2:30])=[NH:29].C(O)C.CC(C)([O-])C.[K+]>O>[CH3:1][C:2]([C:5]1[CH:6]=[C:7]([CH:16]=[C:17]2[N:21]([CH3:22])[C:20]([NH:29][C:28]([NH2:30])=[NH:27])=[N:19][C:18]2=[O:25])[CH:8]=[C:9]([C:12]([CH3:15])([CH3:14])[CH3:13])[C:10]=1[OH:11])([CH3:4])[CH3:3] |f:1.2,4.5|. Reported procedure: A mixture of 5-[[3,5-bis(1,1-dimethylethyl)-4-hydroxyphenyl]methylene]-1,5-dihydro-1-methyl-2-(methylthio)-4H-imidazol-4-one (3.0 g, 8 mmoles), guanidine hydrochloride (1.7 g, 18 mmoles) and 50 mL of ethanol is treated with potassium t-butoxide (1.5 g, 13 mmoles) and heated under reflux for 20 hours, then stirred into 400 mL of water. The precipitate is filtered off, rinsed with water, dried, and recrystallized from acetone to afford the product (1.4 g), mp 286°-287° C. (dec). A sample recrystal... Starting materials: [OH-].[Ca+2].[OH-] (calcium hydroxide), [N+](=O)([O-])[O-].[Ca+2].[N+](=O)([O-])[O-] (calcium nitrate), P(O)(O)(O)=O (Phosphoric acid), P(=O)([O-])([O-])[O-].[NH4+].[NH4+].[NH4+] (ammonium phosphate), hydroxyapatite. Run in [OH-].[NH4+] (ammonium hydroxide), [OH-].[NH4+] (ammonium hydroxide). The product is hydroxyapatite, P(=O)([O-])([O-])[O-].[Ca+2].P(=O)([O-])([O-])[O-].[Ca+2].[Ca+2] (calcium-phosphate). Reaction SMILES: [OH-].[Ca+2:2].[OH-].[N+]([O-])([O-])=O.[Ca+2].[N+]([O-])([O-])=O.[P:13](=[O:17])([OH:16])([OH:15])[OH:14].[P:18]([O-:22])([O-:21])([O-:20])=[O:19].[NH4+].[NH4+].[NH4+]>[OH-].[NH4+]>[P:13]([O-:17])([O-:16])([O-:15])=[O:14].[Ca+2:2].[P:18]([O-:22])([O-:21])([O-:20])=[O:19].[Ca+2:2].[Ca+2:2] |f:0.1.2,3.4.5,7.8.9.10,11.12,13.14.15.16.17|. Procedure: The present invention also provides methods of synthesizing hydroxyapatite granules having homogenous cellular structures. A slurry of hydroxyapatite is prepared by dissolving calcium hydroxide or calcium nitrate in a saturated ammonium hydroxide solution. The ammonium hydroxide solution is pH 11 or greater. Phosphoric acid or ammonium phosphate is then added to this solution, preferably in a dropwise manner to produce a calcium-phosphate ratio of approximately 1.5 to 1.7. Reactants: CC12CCC(=O)C=C1CCC1C2CCC2(C)C(C(=O)COC(=O)CCCCBr)CCC12, CN(C)C=O, [N-]=[N+]=[N-], [Na+]. The product is CC12CCC(=O)C=C1CCC1C2CCC2(C)C(C(=O)COC(=O)CCCCN=[N+]=[N-])CCC12. RXN SMILES: [Br:1][CH2:2][CH2:3][CH2:4][CH2:5][C:6](=[O:7])[O:8][CH2:9][C:10](=[O:11])[CH:12]1[CH2:13][CH2:14][CH:15]2[CH:16]3[CH2:17][CH2:18][C:19]4=[CH:20][C:21](=[O:31])[CH2:22][CH2:23][C:24]4([CH3:30])[CH:25]3[CH2:26][CH2:27][C:28]12[CH3:29].[CH3:36][N:37]([CH3:38])[CH:39]=[O:40].[N-:33]=[N+:34]=[N-:35].[Na+:32]>>[CH2:2]([CH2:3][CH2:4][CH2:5][C:6](=[O:7])[O:8][CH2:9][C:10](=[O:11])[CH:12]1[CH2:13][CH2:14][CH:15]2[CH:16]3[CH2:17][CH2:18][C:19]4=[CH:20][C:21](=[O:31])[CH2:22][CH2:23][C:24]4([CH3:30])[CH:25]3[CH2:26][CH2:27][C:28]12[CH3:29])[N:33]=[N+:34]=[N-:35]. Product: NC(Cc1cccc(OC(F)(F)F)c1)C(O)c1ccc(F)cc1. As a reaction SMILES: [CH3:28][CH2:29][OH:30].[F:1][c:2]1[cH:3][cH:4][c:5]([CH:8]2[CH:9]([CH2:14][c:15]3[cH:16][c:17]([O:21][C:22]([F:23])([F:24])[F:25])[cH:18][cH:19][cH:20]3)[NH:10][C:11](=[O:13])[O:12]2)[cH:6][cH:7]1.[Na+:27].[OH-:26].[OH2:31]>>[F:1][c:2]1[cH:3][cH:4][c:5]([CH:8]([CH:9]([NH2:10])[CH2:14][c:15]2[cH:16][c:17]([O:21][C:22]([F:23])([F:24])[F:25])[cH:18][cH:19][cH:20]2)[OH:12])[cH:6][cH:7]1. The reactants are CCO, O=C1NC(Cc2cccc(OC(F)(F)F)c2)C(c2ccc(F)cc2)O1, [Na+], [OH-], O. The reactants are COC=1C=C2C(=CNC2=CC1)C1CCNCC1 (5-methoxy-3-(4-piperidinyl)-1H-indole), 8-[, ClCCCCC1CCCC12CC(NC(C2)=O)=O (4-chlorobutyl-8-azaspiro[4,5]decane-7,9-dione), C([O-])([O-])=O.[Na+].[Na+] (sodium carbonate), [I-].[Na+] (sodium iodide), CC(CC)=O (butanone). Conditions: time 20 hour. Yields the product COC=1C=C2C(=CNC2=CC1)C1CCN(CC1)CCCCN1C(CC2(CCCC2)CC1=O)=O (8-[4-{4-(5-methoxy-1H-indol-3-yl)-1-piperidinyl}-butyl]-8-azaspiro[4,5]decane-7,9-dione). Reaction SMILES: [CH3:1][O:2][C:3]1[CH:4]=[C:5]2[C:9](=[CH:10][CH:11]=1)[NH:8][CH:7]=[C:6]2[CH:12]1[CH2:17][CH2:16][NH:15][CH2:14][CH2:13]1.ClCCCC[CH:23]1[C:27]2([CH2:32][C:31](=[O:33])[NH:30][C:29](=[O:34])[CH2:28]2)[CH2:26][CH2:25][CH2:24]1.C(=O)([O-])[O-].[Na+].[Na+].[I-].[Na+].[CH3:43][C:44](=O)[CH2:45][CH3:46]>>[CH3:1][O:2][C:3]1[CH:4]=[C:5]2[C:9](=[CH:10][CH:11]=1)[NH:8][CH:7]=[C:6]2[CH:12]1[CH2:17][CH2:16][N:15]([CH2:43][CH2:44][CH2:45][CH2:46][N:30]2[C:29](=[O:34])[CH2:28][C:27]3([CH2:23][CH2:24][CH2:25][CH2:26]3)[CH2:32][C:31]2=[O:33])[CH2:14][CH2:13]1 |f:2.3.4,5.6|. Procedure: A mixture of 2.3 g of 5-methoxy-3-(4-piperidinyl)-1H-indole, 2.58 g of 8-[4-chlorobutyl-8-azaspiro[4,5]decane-7,9-dione, 2.12 g of sodium carbonate, 150 mg of sodium iodide and 50 ml of butanone was refluxed under an inert atmosphere with stirring for 20 hours and after another 1.29 g of the dione were added. Reflux was continued for 6 hours. The mixture was filtered and washed with acetone and the filtrate was evaporated to dryness. The residue was crystallized from 60% ethanol to obtain 3.4 g ...